This data is from the Open Reaction Database (ORD), a public repository of structured organic reaction records. The task is: describe an organic reaction: reactants, conditions, products, and yield Starting materials: O=C(O)c1cc2cc(F)ccc2[nH]1, Cc1nc(C(=O)N2C(CN)CC3CC32)c(-c2cccc(F)c2)s1. Product: Cc1nc(C(=O)N2C(CNC(=O)c3cc4cc(F)ccc4[nH]3)CC3CC32)c(-c2cccc(F)c2)s1. RXN SMILES: [F:24][c:25]1[cH:26][c:27]2[cH:28][c:29]([C:34](=[O:35])[OH:36])[nH:30][c:31]2[cH:32][cH:33]1.[NH2:1][CH2:2][CH:3]1[N:4]([C:9](=[O:10])[c:11]2[n:12][c:13]([CH3:23])[s:14][c:15]2-[c:16]2[cH:17][c:18]([F:22])[cH:19][cH:20][cH:21]2)[CH:5]2[CH2:6][CH:7]2[CH2:8]1>>[NH:1]([CH2:2][CH:3]1[N:4]([C:9](=[O:10])[c:11]2[n:12][c:13]([CH3:23])[s:14][c:15]2-[c:16]2[cH:17][c:18]([F:22])[cH:19][cH:20][cH:21]2)[CH:5]2[CH2:6][CH:7]2[CH2:8]1)[C:34]([c:29]1[cH:28][c:27]2[cH:26][c:25]([F:24])[cH:33][cH:32][c:31]2[nH:30]1)=[O:35]. The reactants are C(C1=CC=CC=C1)=O (benzaldehyde), aqueous solution, OC[C@H](O)[C@@H](O)[C@H](O)[C@H](O)CO (D-sorbitol), S(O)(O)(=O)=O (sulfuric acid). Product: C(C1=CC=CC=C1)=C(O)[C@H](O)[C@@H](O)[C@H](O)[C@H](O)CO (monobenzylidene sorbitol). RXN SMILES: [CH:1](=O)[C:2]1[CH:7]=[CH:6][CH:5]=[CH:4][CH:3]=1.[OH:9][CH2:10][C@@H:11]([C@H:13]([C@@H:15]([C@@H:17]([CH2:19][OH:20])[OH:18])[OH:16])[OH:14])[OH:12].S(=O)(=O)(O)O>>[CH:1](=[C:19]([C@@H:17]([C@H:15]([C@@H:13]([C@@H:11]([CH2:10][OH:9])[OH:12])[OH:14])[OH:16])[OH:18])[OH:20])[C:2]1[CH:7]=[CH:6][CH:5]=[CH:4][CH:3]=1. Procedure details: A reactor was charged with 106 g (1 mole) of benzaldehyde, 270 g (1 mole) of a 70% aqueous solution of D-sorbitol and 20 g of 50% sulfuric acid, and they were reacted at 15° C. with stirring. Thirty minutes after the formation of fine crystals in the mixture within the reactor, the torque of the stirrer became about 3 times as high as that at the start of the reaction. At this time, the amount of monobenzylidene sorbitol formed was 42% of theory. The reactants are O=C([O-])[O-], CC(C)c1cc(C(C)C)c(-c2ccccc2P(C2CCCCC2)C2CCCCC2)c(C(C)C)c1, Ic1ccccc1, [K+], [K+], CC(C)(O)c1cc(F)c(-c2cc(C(N)=O)c(N)s2)c(F)c1, O=C(C=Cc1ccccc1)C=Cc1ccccc1, O=C(C=Cc1ccccc1)C=Cc1ccccc1, O=C(C=Cc1ccccc1)C=Cc1ccccc1, [Pd], [Pd]. Product: CC(C)(O)c1cc(F)c(-c2cc(C(N)=O)c(Nc3ccccc3)s2)c(F)c1. As a reaction SMILES: [C:63](=[O:64])([O-:65])[O-:66].[CH:29]1([P:30]([CH:31]2[CH2:32][CH2:33][CH2:34][CH2:35][CH2:36]2)[c:37]2[cH:38][cH:39][cH:40][cH:41][c:42]2-[c:43]2[c:44]([CH:45]([CH3:46])[CH3:47])[cH:48][c:49]([CH:50]([CH3:51])[CH3:52])[cH:53][c:54]2[CH:55]([CH3:56])[CH3:57])[CH2:58][CH2:59][CH2:60][CH2:61][CH2:62]1.[I:22][c:23]1[cH:24][cH:25][cH:26][cH:27][cH:28]1.[K+:67].[K+:68].[NH2:1][c:2]1[s:3][c:4](-[c:10]2[c:11]([F:21])[cH:12][c:13]([C:17]([CH3:18])([CH3:19])[OH:20])[cH:14][c:15]2[F:16])[cH:5][c:6]1[C:7](=[O:8])[NH2:9].[O:107]=[C:108]([CH:109]=[CH:110][c:111]1[cH:112][cH:113][cH:114][cH:115][cH:116]1)[CH:117]=[CH:118][c:119]1[cH:120][cH:121][cH:122][cH:123][cH:124]1.[O:71]=[C:72]([CH:73]=[CH:74][c:75]1[cH:76][cH:77][cH:78][cH:79][cH:80]1)[CH:81]=[CH:82][c:83]1[cH:84][cH:85][cH:86][cH:87][cH:88]1.[O:89]=[C:90]([CH:91]=[CH:92][c:93]1[cH:94][cH:95][cH:96][cH:97][cH:98]1)[CH:99]=[CH:100][c:101]1[cH:102][cH:103][cH:104][cH:105][cH:106]1.[Pd:69].[Pd:70]>>[NH:1]([c:2]1[s:3][c:4](-[c:10]2[c:11]([F:21])[cH:12][c:13]([C:17]([CH3:18])([CH3:19])[OH:20])[cH:14][c:15]2[F:16])[cH:5][c:6]1[C:7](=[O:8])[NH2:9])[c:23]1[cH:24][cH:25][cH:26][cH:27][cH:28]1. Reactants: ClC=1C=2C(SC3=C(N1)C=CC=C3)=CSC2 (10-Chloro-thieno[3,4-b][1,5]benzothiazepine), CN1CCNCC1 (N-methylpiperazine), C(\C=C\C(=O)[O-])(=O)[O-] (fumarate). Solvent: C1(=CC=CC=C1)C (toluene). The product is C(\C=C\C(=O)O)(=O)O.CN1CCN(CC1)C=1C=2C(SC3=C(N1)C=CC=C3)=CSC2 (10-(4-Methyl-1-piperazinyl)-thieno[3,4-b][1,5]benzothiazepine fumarate). Reaction SMILES: Cl[C:2]1[C:3]2[C:4](=[CH:13][S:14][CH:15]=2)[S:5][C:6]2[CH:12]=[CH:11][CH:10]=[CH:9][C:7]=2[N:8]=1.[CH3:16][N:17]1[CH2:22][CH2:21][NH:20][CH2:19][CH2:18]1.[C:23]([O-:30])(=[O:29])/[CH:24]=[CH:25]/[C:26]([O-:28])=[O:27]>C1(C)C=CC=CC=1>[C:23]([OH:30])(=[O:29])/[CH:24]=[CH:25]/[C:26]([OH:28])=[O:27].[CH3:16][N:17]1[CH2:22][CH2:21][N:20]([C:2]2[C:3]3[C:4](=[CH:13][S:14][CH:15]=3)[S:5][C:6]3[CH:12]=[CH:11][CH:10]=[CH:9][C:7]=3[N:8]=2)[CH2:19][CH2:18]1 |f:4.5|. Procedure details: 10-Chloro-thieno[3,4-b][1,5]benzothiazepine (Example 14) is reacted with N-methylpiperazine in toluene giving the base compound, which is then converted to the fumarate, m.p. 186°-188° C. The reactants are CC(C)(C)c1ccc(CC#N)cc1, C1CCOC1, Cn1nc(Cl)c(C(=O)Cl)c1Cl, CC(C)(C)[O-], Cl, [K+], O. Yields the product Cn1nc(Cl)c(C(O)=C(C#N)c2ccc(C(C)(C)C)cc2)c1Cl. Reaction SMILES: [C:1]([CH3:2])([CH3:3])([CH3:4])[c:5]1[cH:6][cH:7][c:8]([CH2:11][C:12]#[N:13])[cH:9][cH:10]1.[CH2:32]1[O:33][CH2:34][CH2:35][CH2:36]1.[CH3:14][n:15]1[n:16][c:17]([Cl:24])[c:18]([C:21](=[O:22])[Cl:23])[c:19]1[Cl:20].[CH3:25][C:26]([CH3:27])([O-:28])[CH3:29].[ClH:31].[K+:30].[OH2:37]>>[C:1]([CH3:2])([CH3:3])([CH3:4])[c:5]1[cH:6][cH:7][c:8]([C:11]([C:12]#[N:13])=[C:21]([c:18]2[c:17]([Cl:24])[n:16][n:15]([CH3:14])[c:19]2[Cl:20])[OH:22])[cH:9][cH:10]1.